Task: describe an organic reaction: reactants, conditions, products, and yield. Dataset: the Open Reaction Database (ORD), a public repository of structured organic reaction records Starting materials: BrCCCCBr (1,4-dibromobutane), C1=CN=C2N1C1=C(NC2=O)C=2C=CC=CC2C1 (5H,10H-imidazo[1,2-a]indeno-[1,2-e]pyrazin-4-one), [OH-].[Na+] (sodium hydroxide). The reagents and catalysts are [Br-].C(CCC)[N+](CCCC)(CCCC)CCCC (tetrabutylammonium bromide). The solvent is CS(=O)C (dimethyl sulphoxide). The product is C1C=NC=2N1C1=C(NC2)C=2C=CC=CC2C1 (5H,10H-imidazo[1,2-a]indeno[1,2-e]pyrazine), 1'-cyclopentane. Reaction SMILES: [CH:1]1[N:5]2[C:6]3[CH2:17][C:16]4[CH:15]=[CH:14][CH:13]=[CH:12][C:11]=4[C:7]=3[NH:8][C:9](=O)[C:4]2=[N:3][CH:2]=1.[OH-].[Na+].BrCCCCBr>[Br-].C([N+](CCCC)(CCCC)CCCC)CCC.CS(C)=O>[CH2:1]1[N:5]2[C:6]3[CH2:17][C:16]4[CH:15]=[CH:14][CH:13]=[CH:12][C:11]=4[C:7]=3[NH:8][CH:9]=[C:4]2[N:3]=[CH:2]1 |f:1.2,4.5|. Reported procedure: The procedure is performed as in Example 9, but starting with 1.1 g of 5H,10H-imidazo[1,2-a]indeno-[1,2-e]pyrazin-4-one, 40 ml of dimethyl sulphoxide, 2 g of sodium hydroxide pellets, 32 mg of tetrabutylammonium bromide and 0.6 ml of 1,4-dibromobutane. After drying at 80° C., 0.17 g of spiro[5H,10H-imidazo[1,2-a]indeno[l,2-e]pyrazine-10:1'-cyclopentane]-4-one is obtained, in the form of a white solid melting above 260° C. (Analysis % calculated C: 73.63, H: 5.45, N: 15.15, O: 5.77, % found C: 73... The reactants are CCOC(=O)c1ccc2nc(C)n(-c3ccc(OCCCN4CCCC4)cc3OCCF)c(=O)c2c1, C[O-], CO, [Na+]. The product is COC(=O)c1ccc2nc(C)n(-c3ccc(OCCCN4CCCC4)cc3OCCF)c(=O)c2c1. As a reaction SMILES: [CH2:1]([CH3:2])[O:3][C:4](=[O:5])[c:6]1[cH:7][c:8]2[c:9](=[O:36])[n:10](-[c:17]3[c:18]([O:32][CH2:33][CH2:34][F:35])[cH:19][c:20]([O:23][CH2:24][CH2:25][CH2:26][N:27]4[CH2:28][CH2:29][CH2:30][CH2:31]4)[cH:21][cH:22]3)[c:11]([CH3:16])[n:12][c:13]2[cH:14][cH:15]1.[CH3:37][O-:38].[CH3:40][OH:41].[Na+:39]>>[CH3:1][O:3][C:4](=[O:5])[c:6]1[cH:7][c:8]2[c:9](=[O:36])[n:10](-[c:17]3[c:18]([O:32][CH2:33][CH2:34][F:35])[cH:19][c:20]([O:23][CH2:24][CH2:25][CH2:26][N:27]4[CH2:28][CH2:29][CH2:30][CH2:31]4)[cH:21][cH:22]3)[c:11]([CH3:16])[n:12][c:13]2[cH:14][cH:15]1. Conditions: temperature 110 celsius. The reagents and catalysts are CN(C)C1=CC=NC=C1 (4-(N,N-dimethylamino)pyridine). Reported procedure: 39.4 kg (219 mol) of D-fructose and 5.9 kg of dried acidic Dowex® 50WX8-200 ion exchanger (styrene-divinylbenzene copolymer resin with SO3H groups, obtainable from The Dow Chemical Company, Midland, U.S.A.) in the H form were introduced with stirring into 90 l of NMP and heated to 110° C. for 6 h. After cooling, the reaction mixture was filtered and washed with 8 l of NMP. The filtrate was admixed with stirring with 390 g (3.2 mol) of 4-(N,N-dimethylamino)pyridine and 20.5 1 (217 mol) of acetic ... Reaction SMILES: [OH:1][CH2:2][C:3]([C@H:5]([C@@H:7]([C@@H:9]([CH2:11][OH:12])[OH:10])O)O)=O.CN1[C:18](=[O:19])[CH2:17]CC1.C(OC(=O)C)(=O)C>CN(C1C=CN=CC=1)C.O>[C:18]([O:12][CH2:11][C:9]1[O:10][C:3]([CH:2]=[O:1])=[CH:5][CH:7]=1)(=[O:19])[CH3:17]. Solvent: O (water). Starting materials: 1, C(C)(=O)OC(C)=O (acetic anhydride), OCC(=O)[C@@H](O)[C@H](O)[C@H](O)CO (D-fructose), styrene-divinylbenzene copolymer, CN1CCCC1=O (NMP). The product is C(C)(=O)OCC1=CC=C(C=O)O1 (5-acetoxymethylfurfural). Reactants: BrC=1C=C(C=C(C1)OCC1=CC=C(C=C1)OC)NC=1C=NC=CC1 ([3-Bromo-5-(4-methoxy-benzyloxy)-phenyl]-pyridin-3-yl-amine), C1(=CC=CC=C1)SC (thioanisole), FC(C(=O)O)(F)F (Trifluoroacetic acid). Solvent: O (water). Reaction conditions: time 100 minute. The product is BrC=1C=C(C=C(C1)NC=1C=NC=CC1)O (3-Bromo-5-(pyridin-3-ylamino)-phenol). Yield: 50.2%. RXN SMILES: [Br:1][C:2]1[CH:3]=[C:4]([NH:18][C:19]2[CH:20]=[N:21][CH:22]=[CH:23][CH:24]=2)[CH:5]=[C:6]([O:8]CC2C=CC(OC)=CC=2)[CH:7]=1.C1(SC)C=CC=CC=1.FC(F)(F)C(O)=O>O>[Br:1][C:2]1[CH:7]=[C:6]([OH:8])[CH:5]=[C:4]([NH:18][C:19]2[CH:20]=[N:21][CH:22]=[CH:23][CH:24]=2)[CH:3]=1. Procedure: [3-Bromo-5-(4-methoxy-benzyloxy)-phenyl]-pyridin-3-yl-amine (26.7 g, 69.2 mmol) was dissolved in thioanisole (62 mL, 529 mmol). Trifluoroacetic acid (81 mL, 1.06 mol) was added slowly with the temperature held between 20 and 25° C. over a period of 100 min. The solution was left to stand at room temperature for 2 hours. The reaction solution was diluted with water (100 mL) and concentrated to a small volume (˜30 mL). To the residue were added TBME (250 mL), water (300 mL) and methanol (30 mL). T... Starting materials: C1(=CC=CC=C1)C#CC1=NOC2(C1)CCNCC2 (3-(Phenylethynyl)-1-oxa-2,8-diazaspiro[4.5]dec-2-ene), C1(=CC=CC=C1)C#CC1=NOC2(C1)CN(CC2)C(=O)OC(C)(C)C (tert-Butyl 3-(phenylethynyl)-1-oxa-2,7-diazaspiro[4.4]non-2-ene-7-carboxylate). Solvent: C(Cl)(Cl)Cl (chloroform). Yields the product C1(=CC=CC=C1)C#CC1=NOC2(C1)CNCC2 (3-(Phenylethynyl)-1-oxa-2,7-diazaspiro[4.4]non-2-ene). Isolated yield 91.3%. Reaction SMILES: [C:1]1([C:7]#[C:8][C:9]2[CH2:13][C:12]3([CH2:18][CH2:17][NH:16][CH2:15]C3)[O:11][N:10]=2)[CH:6]=[CH:5][CH:4]=[CH:3][CH:2]=1.C1(C#CC2CC3(CCN(C(OC(C)(C)C)=O)C3)ON=2)C=CC=CC=1>C(Cl)(Cl)Cl>[C:1]1([C:7]#[C:8][C:9]2[CH2:13][C:12]3([CH2:18][CH2:17][NH:16][CH2:15]3)[O:11][N:10]=2)[CH:2]=[CH:3][CH:4]=[CH:5][CH:6]=1. Procedure: The title compound was synthesized following the method reported for the Compound 1c, substituting Compound 1b with Compound 36a and running the reaction in chloroform. The crude brownish oily residue was used without further purification in the next reaction step. Yield: 91.3%. Product: NC1=NC(=C(C(=N1)N)C=CC(C)(C)C1=CC=C(C=C1)Cl)C (2,4-diamino-6-methyl-5-[3-(4-chlorophenyl)-3-methyl-1-butenyl]pyrimidine). RXN SMILES: [CH3:1][C:2]([C:10]1[CH:15]=[CH:14][C:13]([Cl:16])=[CH:12][CH:11]=1)([CH3:9])[CH:3]=[CH:4][Sn](C)(C)C.[NH2:17][C:18]1[N:23]=[C:22]([NH2:24])[C:21](I)=[C:20]([CH3:26])[N:19]=1.[Cl-].[Li+].C(C1C=C(C)C=C(C(C)(C)C)C=1O)(C)(C)C>CN(C)C=O.Cl[Pd](Cl)([P](C1C=CC=CC=1)(C1C=CC=CC=1)C1C=CC=CC=1)[P](C1C=CC=CC=1)(C1C=CC=CC=1)C1C=CC=CC=1>[NH2:17][C:18]1[N:23]=[C:22]([NH2:24])[C:21]([CH:4]=[CH:3][C:2]([C:10]2[CH:15]=[CH:14][C:13]([Cl:16])=[CH:12][CH:11]=2)([CH3:9])[CH3:1])=[C:20]([CH3:26])[N:19]=1 |f:2.3,^1:52,71|. Isolated yield 60.0%. Solvent: CN(C=O)C (N,N-dimethylformamide), CN(C=O)C (N,N-dimethylformamide). Procedure details: This compound is prepared in a manner analogous to that of Step E of Example 6, using 4.8 grams (0.014 mole) of 3-methyl-3-(4-chlorophenyl)-1-trimethylstannyl-1-butene, 2.7 grams (0.011 mole) of 2,4-diamino-5-iodo-6-methylpyrimidine (prepared in Step B of Example 3), 2.8 grams (0.066 mole) of lithium chloride, 0.4 gram (5 mole %) of bis(triphenylphosphine)palladium(II) chloride, and about 0.05 gram catalyst) of 2,6-di-tert-butyl-4-methylphenol in 25 mL of N,N-dimethylformamide. After heating at ... Reagents/catalysts: catalyst, Cl[Pd]([P](C1=CC=CC=C1)(C2=CC=CC=C2)C3=CC=CC=C3)([P](C4=CC=CC=C4)(C5=CC=CC=C5)C6=CC=CC=C6)Cl (bis(triphenylphosphine)palladium(II) chloride). Run at temperature 65 celsius. Starting materials: CC(C=C[Sn](C)(C)C)(C)C1=CC=C(C=C1)Cl (3-methyl-3-(4-chlorophenyl)-1-trimethylstannyl-1-butene), C(C)(C)(C)C1=C(C(=CC(=C1)C)C(C)(C)C)O (2,6-di-tert-butyl-4-methylphenol), NC1=NC(=C(C(=N1)N)I)C (2,4-diamino-5-iodo-6-methylpyrimidine), [Cl-].[Li+] (lithium chloride). Reactants: BrC=1C=C2NC[C@@H](N(C2=CC1)C(C)=O)C ((S)-1-(6-bromo-2-methyl-3,4-dihydroquinoxaline-1(2H)-yl)ethanone), N[C@H](CO)C ((S)-2-aminopropan-1-ol), M−42 (acyl). The product is BrC=1C=C2NC[C@@H](N(C2=CC1)C(C)=O)CC ((S)-1-(6-bromo-2-ethyl-3,4-dihydroquinoxaline-1(2H)-yl)ethan-1-one). RXN SMILES: [Br:1][C:2]1[CH:3]=[C:4]2[C:9](=[CH:10][CH:11]=1)[N:8]([C:12](=[O:14])[CH3:13])[C@@H:7]([CH3:15])[CH2:6][NH:5]2.N[C@@H:17](C)CO>>[Br:1][C:2]1[CH:3]=[C:4]2[C:9](=[CH:10][CH:11]=1)[N:8]([C:12](=[O:14])[CH3:13])[C@@H:7]([CH2:15][CH3:17])[CH2:6][NH:5]2. Procedure details: (S)-1-(6-bromo-2-ethyl-3,4-dihydroquinoxaline-1(2H)-yl)ethan-1-one was synthesized according to the procedure outlined for (S)-1-(6-bromo-2-methyl-3,4-dihydroquinoxaline-1(2H)-yl)ethanone substituting (S)-2-aminobutan-1-ol for (S)-2-aminopropan-1-ol in the initial step. MS (ESI, pos. ion) m/z 241, 243 [M−42 (acyl)]+. Starting materials: ClC1=CC=CC2=C1CCC=1C=CN(C21)CCNC(C)=O (N-[6-chloro-2-(4,5-dihydro-1H-benz[g]indol-1-yl)ethyl]-acetamide), [OH-].[K+] (potassium hydroxide), C(CO)O.O (ethylene glycol water), [Cl-].[Na+] (sodium chloride). The product is C(\C=C\C(=O)O)(=O)O.ClC1=CC=CC2=C1CCC=1C=CN(C21)CCN (2-(6-chloro-4,5-dihydro-1H-benz[g]indol-1-yl)-ethylamine fumarate). The yield is 62.0%. As a reaction SMILES: [Cl:1][C:2]1[C:7]2[CH2:8][CH2:9][C:10]3[CH:11]=[CH:12][N:13]([CH2:15][CH2:16][NH:17][C:18](=[O:20])[CH3:19])[C:14]=3[C:6]=2[CH:5]=[CH:4][CH:3]=1.[OH-:21].[K+].[Cl-].[Na+].[CH2:25]([OH:28])[CH2:26]O.[OH2:29]>>[C:18]([OH:20])(=[O:29])/[CH:19]=[CH:26]/[C:25]([OH:28])=[O:21].[Cl:1][C:2]1[C:7]2[CH2:8][CH2:9][C:10]3[CH:11]=[CH:12][N:13]([CH2:15][CH2:16][NH2:17])[C:14]=3[C:6]=2[CH:5]=[CH:4][CH:3]=1 |f:1.2,3.4,5.6,7.8|. Procedure details: 1.80 g of N-[6-chloro-2-(4,5-dihydro-1H-benz[g]indol-1-yl)ethyl]-acetamide were heated to 140° for 20 hours under argon in 17 ml of ethylene glycol/water 12:5 in the presence of 0.9 g of potassium hydroxide. The mixture was left to cool and was treated with 140 ml of semi-saturated sodium chloride solution. The mixture was extracted three times with diethyl ether. The combined extracts were washed once with saturated sodium chloride solution, dried over sodium sulfate, filtered and evaporated. T...